This data is from the Open Reaction Database (ORD), a public repository of structured organic reaction records. The task is: describe an organic reaction: reactants, conditions, products, and yield The reactants are COCCOc1ccc(CC#N)cc1OCCOC, CCOC(C)=O, [H-], [Na+], C1CCOC1. Yields the product COCCOc1ccc(C(C#N)C(C)=O)cc1OCCOC. RXN SMILES: [CH3:1][O:2][CH2:3][CH2:4][O:5][c:6]1[cH:7][c:8]([CH2:17][C:18]#[N:19])[cH:9][cH:10][c:11]1[O:12][CH2:13][CH2:14][O:15][CH3:16].[CH3:22][CH2:23][O:24][C:25](=[O:26])[CH3:27].[H-:20].[Na+:21].[O:28]1[CH2:29][CH2:30][CH2:31][CH2:32]1>>[CH3:1][O:2][CH2:3][CH2:4][O:5][c:6]1[cH:7][c:8]([CH:17]([C:18]#[N:19])[C:23]([CH3:22])=[O:24])[cH:9][cH:10][c:11]1[O:12][CH2:13][CH2:14][O:15][CH3:16]. Starting materials: O (water), [N+](=O)([O-])C1=C(C#N)C(=CC=C1)SC1=CC=CC=C1 (2-nitro-6-(phenylthio)benzonitrile), Cl[Sn]Cl (SnCl2). Solvent: Cl (HCl), COCCOCCOC (diglyme). Yields the product NC1=C(C#N)C(=CC=C1)SC1=CC=CC=C1 (2-Amino-6-(phenylthio)benzonitrile). Reaction SMILES: O.[N+:2]([C:5]1[CH:12]=[CH:11][CH:10]=[C:9]([S:13][C:14]2[CH:19]=[CH:18][CH:17]=[CH:16][CH:15]=2)[C:6]=1[C:7]#[N:8])([O-])=O.Cl[Sn]Cl>COCCOCCOC.Cl>[NH2:2][C:5]1[CH:12]=[CH:11][CH:10]=[C:9]([S:13][C:14]2[CH:19]=[CH:18][CH:17]=[CH:16][CH:15]=2)[C:6]=1[C:7]#[N:8]. Procedure: To a water bath-cooled solution of 3.9 g (0.015 mol) of 2-nitro-6-(phenylthio)benzonitrile (Example 1) in 85 mL of diglyme was added dropwise, with stirring, 11.53 g (0.045 mol) of SnCl2.2H2 O in 35 mL of conc. HCl. The water bath was removed, and the reaction was stirred at room temperature for 0.5 h. This reaction mixture was poured into a vigorously stirring mixture of 100 mL of 50% NaOH and 300 g of crushed ice. Precipitate was collected by filtration and washed with 1N NaOH and water. Purif... Starting materials: COC1=CC=C(COC([C@H]2N(C[C@H](C2)C(C)=O)C(=O)OCC2=CC=C(C=C2)[N+](=O)[O-])=S)C=C1 (cis-1-(p-nitrobenzyloxycarbonyl)-4-acetylthio-L-proline p-methoxybenzyl ester), C1(=CC=CC=C1)OC (anisole), FC(C(=O)O)(F)F (trifluoroacetic acid). Yields the product [N+](=O)([O-])C1=CC=C(COC(=O)N2[C@H](C(=S)O)C[C@@H](C2)C(C)=O)C=C1 (cis-1-(p-nitrobenzyloxycarbonyl)-4-acetylthio-L-proline). Reaction SMILES: COC1C=CC(C[O:8][C:9](=[S:31])[C@@H:10]2[CH2:14][C@H:13]([C:15](=[O:17])[CH3:16])[CH2:12][N:11]2[C:18]([O:20][CH2:21][C:22]2[CH:27]=[CH:26][C:25]([N+:28]([O-:30])=[O:29])=[CH:24][CH:23]=2)=[O:19])=CC=1.C1(OC)C=CC=CC=1.FC(F)(F)C(O)=O>>[N+:28]([C:25]1[CH:24]=[CH:23][C:22]([CH2:21][O:20][C:18]([N:11]2[CH2:12][C@@H:13]([C:15](=[O:17])[CH3:16])[CH2:14][C@H:10]2[C:9]([OH:8])=[S:31])=[O:19])=[CH:27][CH:26]=1)([O-:30])=[O:29]. Procedure: 9.76 g of cis-1-(p-nitrobenzyloxycarbonyl)-4-acetylthio-L-proline p-methoxybenzyl ester and 4.32 g of anisole were stirred together with 35 ml of trifluoroacetic acid at room temperature for 30 minutes. The reaction mixture was concentrated under reduced pressure, and the residue was purified by silica gel column chromatography to obtain cis-1-(p-nitrobenzyloxycarbonyl)-4-acetylthio-L-proline.